From a dataset of the Open Reaction Database (ORD), a public repository of structured organic reaction records. describe an organic reaction: reactants, conditions, products, and yield Starting materials: OC1=C(C(C(C2=CC=CC=C12)(CCC(C)C)C)=O)C1=NS(C2=C(N1)C=CC(=C2)NS(=O)(=O)C)(=O)=O (N-{3-[1-hydroxy-4-methyl-4-(3-methylbutyl)-3-oxo-3,4-dihydronaphthalen-2-yl]-1,1-dioxido-4H-1,2,4-benzothiadiazin-7-yl}methanesulfonamide), [OH-].[Na+] (sodium hydroxide). Run in O (water). Reaction conditions: temperature 25 celsius, time 1 hour. Yields the product CC1(C(C(=C(C2=CC=CC=C12)[O-])C1=NS(C2=C(N1)C=CC(=C2)NS(=O)(=O)C)(=O)=O)=O)CCC(C)C.[Na+] (Sodium 4-methyl-4-(3-methylbutyl)-2-{7-[(methylsulfonyl)amino]-1,1-dioxido-4H-1,2,4-benzothiadiazin-3-yl}-3-oxo-3,4-dihydronaphthalen-1-olate). The yield is 99.8%. RXN SMILES: [OH:1][C:2]1[C:11]2[C:6](=[CH:7][CH:8]=[CH:9][CH:10]=2)[C:5]([CH3:17])([CH2:12][CH2:13][CH:14]([CH3:16])[CH3:15])[C:4](=[O:18])[C:3]=1[C:19]1[NH:24][C:23]2[CH:25]=[CH:26][C:27]([NH:29][S:30]([CH3:33])(=[O:32])=[O:31])=[CH:28][C:22]=2[S:21](=[O:35])(=[O:34])[N:20]=1.[OH-].[Na+:37]>O>[CH3:17][C:5]1([CH2:12][CH2:13][CH:14]([CH3:16])[CH3:15])[C:6]2[C:11](=[CH:10][CH:9]=[CH:8][CH:7]=2)[C:2]([O-:1])=[C:3]([C:19]2[NH:24][C:23]3[CH:25]=[CH:26][C:27]([NH:29][S:30]([CH3:33])(=[O:32])=[O:31])=[CH:28][C:22]=3[S:21](=[O:35])(=[O:34])[N:20]=2)[C:4]1=[O:18].[Na+:37] |f:1.2,4.5|. Procedure details: A suspension of the product of Example 34C (0.049 g) in water (2 mL) was treated with 0.997N sodium hydroxide solution (0.095 mL, 0.095 mmol) and stirred at 25° C. for 1 hour. The solution was lyophilized to give the title compound (0.051 g, 99%). 1H NMR (300 MHz, DMSO-d6): δ ppm 0.46 (m, 1 H) 0.69 (m, 6 H) 0.80 (m, 1 H) 1.29 (m, 1 H) 1.38 (m, 3H) 1.72 (m, 1 H) 2.14 (m, 1 H) 2.90 (m, 3 H) 7.34 (m, 6 H) 8.05 (m, 1 H) 15.42 (m, 1 H). MS (ESI−) m/z 516 (M−H)−. Reaction SMILES: [N+:1]([O-:2])(=[O:3])[c:4]1[cH:5][c:6]([C:14](=[O:15])[O:16][CH3:17])[c:7]([C:8](=[O:9])[O:10][CH3:11])[cH:12][cH:13]1.[Na:18].[O:26]=[CH:27][N:28]([CH3:29])[CH3:30].[OH:19][c:20]1[cH:21][n:22][cH:23][cH:24][cH:25]1>>[c:4]1([O:19][c:20]2[cH:21][n:22][cH:23][cH:24][cH:25]2)[cH:5][c:6]([C:14](=[O:15])[O:16][CH3:17])[c:7]([C:8](=[O:9])[O:10][CH3:11])[cH:12][cH:13]1. Reactants: COC(=O)c1ccc([N+](=O)[O-])cc1C(=O)OC, [Na], CN(C)C=O, Oc1cccnc1. The product is COC(=O)c1ccc(Oc2cccnc2)cc1C(=O)OC. The reactants are FC1=CC=C(C=C1)C(CC=O)C1=CC=C(C=C1)F (3,3-bis(4-fluorophenyl)propanal), N1=C(C=CC=C1)CCN (2-(pyridin-2-yl)ethanamine), [BH-](OC(=O)C)(OC(=O)C)OC(=O)C.[Na+] (NaBH(OAc)3). Run in ClCCCl (DCE), CCOC(=O)C (EtOAc). Reaction conditions: time 17 hour. The product is FC1=CC=C(C=C1)C(CCNCCC1=NC=CC=C1)C1=CC=C(C=C1)F (3,3-bis(4-fluorophenyl)-N-(2-(pyridin-2-yl)ethyl)propan-1-amine). RXN SMILES: [F:1][C:2]1[CH:7]=[CH:6][C:5]([CH:8]([C:12]2[CH:17]=[CH:16][C:15]([F:18])=[CH:14][CH:13]=2)[CH2:9][CH:10]=O)=[CH:4][CH:3]=1.[N:19]1[CH:24]=[CH:23][CH:22]=[CH:21][C:20]=1[CH2:25][CH2:26][NH2:27].[BH-](OC(C)=O)(OC(C)=O)OC(C)=O.[Na+]>ClCCCl.CCOC(C)=O>[F:1][C:2]1[CH:7]=[CH:6][C:5]([CH:8]([C:12]2[CH:17]=[CH:16][C:15]([F:18])=[CH:14][CH:13]=2)[CH2:9][CH2:10][NH:27][CH2:26][CH2:25][C:20]2[CH:21]=[CH:22][CH:23]=[CH:24][N:19]=2)=[CH:4][CH:3]=1 |f:2.3|. Procedure: To a solution of 3,3-bis(4-fluorophenyl)propanal (0.967 g, 3.93 mmol) in DCE (15 mL) at room temperature was added 2-(pyridin-2-yl)ethanamine (1.73 g, 14.2 mmol) and NaBH(OAc)3 (1.08 g, 5.10 mmol). The reaction mixture was stirred at room temperature for 17 h, diluted with EtOAc, washed with 5 M NaOH (1×), brine (1×), dried over MgSO4, filtered, and concentrated. Purification by flash column chromatography on silica gel (eluted with 2% to 8% MeOH (2M NH3) in DCM) followed by purification by flas... Reactants: CC(=O)Nc1nc(C)c(-c2cc(S(=O)(=O)N3CCCC(O)C3)sc2Br)s1, [Li]CCCC, C1CCOC1, O. Yields the product CC(=O)Nc1nc(C)c(-c2csc(S(=O)(=O)N3CCCC(O)C3)c2)s1. Reaction SMILES: [Br:1][c:2]1[s:3][c:4]([S:17](=[O:18])(=[O:19])[N:20]2[CH2:21][CH:22]([OH:26])[CH2:23][CH2:24][CH2:25]2)[cH:5][c:6]1-[c:7]1[c:8]([CH3:16])[n:9][c:10]([NH:12][C:13]([CH3:14])=[O:15])[s:11]1.[CH2:27]([Li:28])[CH2:29][CH2:30][CH3:31].[CH2:33]1[O:34][CH2:35][CH2:36][CH2:37]1.[OH2:32]>>[cH:2]1[s:3][c:4]([S:17](=[O:18])(=[O:19])[N:20]2[CH2:21][CH:22]([OH:26])[CH2:23][CH2:24][CH2:25]2)[cH:5][c:6]1-[c:7]1[c:8]([CH3:16])[n:9][c:10]([NH:12][C:13]([CH3:14])=[O:15])[s:11]1. Reactants: C[Si](C)(C)Cl (TMSCl), solution, [Li]C(C)(C)C (t-BuLi), CCCCC (pentane), O1C(C=CC1)=O (2(5H)-furanone), C(=O)(O)[O-].[Na+] (NaHCO3), BrC1=CC=C(C=C1)SC (4-bromothioanisole). Reagents/catalysts: [Cu]I (CuI). The solvent is C1CCOC1 (THF), CCN(CC)CC (Et3N), CCOCC (Et2O). Conditions: temperature -78 celsius, time 15 minute. Yields the product C[Si](OC1OCC(C1)C1=CC=C(C=C1)SC)(C)C (2-trimethylsilyloxy-4-(4-(methylthio)phenyl)-3,4-dihydrofuran). As a reaction SMILES: Br[C:2]1[CH:7]=[CH:6][C:5]([S:8][CH3:9])=[CH:4][CH:3]=1.[Li]C(C)(C)C.CCCCC.[O:20]1[CH2:24][CH:23]=[CH:22][C:21]1=[O:25].[CH3:26][Si:27](Cl)([CH3:29])[CH3:28].C([O-])(O)=O.[Na+]>CCOCC.C1COCC1.[Cu]I.CCN(CC)CC>[CH3:26][Si:27]([CH3:29])([CH3:28])[O:25][CH:21]1[CH2:22][CH:23]([C:2]2[CH:7]=[CH:6][C:5]([S:8][CH3:9])=[CH:4][CH:3]=2)[CH2:24][O:20]1 |f:5.6|. Procedure details: To a solution of 3.86 g (19 mmol) of 4-bromothioanisole in 90 mL of Et2O cooled at -78° C., is added 22 mL of 1.7M solution of t-BuLi in pentane (38 mmol) dropwise. The reaction mixture is stirred for 15 min at -78° C. and 3.8 g of CuI is added and the reaction mixture is allowed to warm to -40° C. over a period of 30 min. A solution of 1.7 g of 2(5H)-furanone in 10 ml of THF is added. After stirring for 1 h, 2 ml of freshly distilled TMSCl is added dropwise. The reaction mixture is then treated... The reactants are FC(C(=O)O)(F)F.C1(CC1)NC(C1=CC(=C(C=C1)C)NN)=O (N-Cyclopropyl-3-hydrazino-4-methyl-benzamide trifluoroacetic acid salt), 800C, [H-].[Na+] (sodium hydride), NC1=C(C=NN1C=1C=C(C(=O)NC2CC2)C=CC1C)C(C1=CC(=CC=C1)CO)=O (3-[5-amino-4-(3-hydroxymethyl-benzoyl)-pyrazol-1-yl]-N-cyclopropyl-4-methyl-benzamide), O1CCOCC1 (dioxane), C(C)OC(C1=CC(=CC=C1)OCCN1CCOCC1)=O (3-(2-morpholin-4-yl-ethoxy)-benzoic acid ethyl ester). Run at time 45 minute. The product is C(C)(C)(C)OC(=O)N1CCC(CC1)OC1=NN(C(=C1C(C1=CC=CC=C1)=O)N)C1=C(C=CC(=C1)C(NC1CC1)=O)C (4-[5-amino-4-benzoyl-1-(5-cyclopropylcarbamoyl-2-methyl-phenyl)-1H-pyrazol-3-yloxy]-piperidine-1-carboxylic acid tert-butyl ester). The yield is 16.0%. Reaction SMILES: [H-].[Na+].[NH2:3][C:4]1[N:8]([C:9]2[CH:10]=[C:11]([CH:18]=[CH:19][C:20]=2[CH3:21])[C:12]([NH:14][CH:15]2[CH2:17][CH2:16]2)=[O:13])[N:7]=[CH:6][C:5]=1[C:22](=[O:31])[C:23]1[CH:28]=[CH:27][CH:26]=[C:25](CO)[CH:24]=1.C(O[C:35](=O)[C:36]1[CH:41]=CC=C(OCCN2CCOCC2)[CH:37]=1)C.FC(F)(F)[C:54]([OH:56])=[O:55].C1(NC(=O)[C:64]2[CH:69]=[CH:68][C:67](C)=[C:66]([NH:71]N)C=2)CC1.[O:74]1CCOCC1>>[C:36]([O:56][C:54]([N:71]1[CH2:66][CH2:67][CH:68]([O:74][C:6]2[C:5]([C:22](=[O:31])[C:23]3[CH:28]=[CH:27][CH:26]=[CH:25][CH:24]=3)=[C:4]([NH2:3])[N:8]([C:9]3[CH:10]=[C:11]([C:12](=[O:13])[NH:14][CH:15]4[CH2:16][CH2:17]4)[CH:18]=[CH:19][C:20]=3[CH3:21])[N:7]=2)[CH2:69][CH2:64]1)=[O:55])([CH3:41])([CH3:37])[CH3:35] |f:0.1,4.5|. Reported procedure: Dry sodium hydride (41.0 mg, 1.60 mmol) was added to a solution of 4-hydroxy-piperidine-1-carboxylic acid tert-butyl ester 7 (0.565 g, 2.81 mmol) in dioxane (2 ml) at 0° C. The mixture was stirred at room temperature for 45 min. 2-Benzoyl-3,3-bis-methylsulfanyl-acrylonitrile 2 (0.20 g, 0.80 mmol) was added, and the mixture was stirred at 65° C. for 4 h. The mixture was cooled to room temperature. N-Cyclopropyl-3-hydrazino-4-methyl-benzamide trifluoroacetic acid salt (0.26 g, 0.80 mmol) was added... Starting materials: CN(C=1C=CC=C2C=C(NC12)C=1SC(=CN1)COCC(=O)OCC)S(=O)(=O)C=1SC=CC1 (ethyl [(2-{7-[methyl(2-thienylsulfonyl)amino]-1H-indol-2-yl}-1,3-thiazol-5-yl)methoxy]acetate), [OH-].[Na+] (sodium hydroxide), O1CCCC1 (tetrahydrofuran). Run in CO (methanol). Conditions: temperature 60 celsius, time 1 hour. The product is CN(C=1C=CC=C2C=C(NC12)C=1SC(=CN1)COCC(=O)O)S(=O)(=O)C=1SC=CC1 ([(2-{7-[Methyl(2-thienylsulfonyl)amino]-1H-indol-2-yl}-1,3-thiazol-5-yl)methoxy]acetic acid). Yield: 53.0%. RXN SMILES: [CH3:1][N:2]([S:25]([C:28]1[S:29][CH:30]=[CH:31][CH:32]=1)(=[O:27])=[O:26])[C:3]1[CH:4]=[CH:5][CH:6]=[C:7]2[C:11]=1[NH:10][C:9]([C:12]1[S:13][C:14]([CH2:17][O:18][CH2:19][C:20]([O:22]CC)=[O:21])=[CH:15][N:16]=1)=[CH:8]2.[OH-].[Na+].O1CCCC1>CO>[CH3:1][N:2]([S:25]([C:28]1[S:29][CH:30]=[CH:31][CH:32]=1)(=[O:27])=[O:26])[C:3]1[CH:4]=[CH:5][CH:6]=[C:7]2[C:11]=1[NH:10][C:9]([C:12]1[S:13][C:14]([CH2:17][O:18][CH2:19][C:20]([OH:22])=[O:21])=[CH:15][N:16]=1)=[CH:8]2 |f:1.2|. Procedure: A mixture of ethyl [(2-{7-[methyl(2-thienylsulfonyl)amino]-1H-indol-2-yl}-1,3-thiazol-5-yl)methoxy]acetate (0.08 g), 1N aqueous sodium hydroxide solution (0.30 mL), tetrahydrofuran (4 mL) and methanol (4 mL) was stirred at 60° C. for 1 hr. The reaction mixture was concentrated, and water was added to the residue. The mixture was acidified with 10% aqueous citric acid solution, and the resulting crystals were filtrated, washed with water, and dried to give the title compound (0.04 g, yield 45%) a...